Dataset: the Open Reaction Database (ORD), a public repository of structured organic reaction records. Task: describe an organic reaction: reactants, conditions, products, and yield The reactants are C(C)(C)(C)OC(N(CCOC)CC1=CN=C(N1C)C1=CC2=NC=CC(=C2S1)OC1=C(C=C(C=C1)NC(=O)NC1=C(C=C(C=C1)F)F)F)=O (tert-butyl(2-(7-(4-(3-(2,4-difluorophenyl)ureido)-2-fluorophenoxy)thieno[3,2-b]pyridin-2-yl)-1-methyl-1H-imidazol-5-yl)methyl(2-methoxyethyl)carbamate), Cl (HCl), O1CCOCC1 (dioxane), CCOC(=O)C (EtOAc). Run in C(Cl)Cl (DCM), O (water), C(=O)(O)[O-].[Na+] (NaHCO3). Run at time 3 hour. The product is FC1=C(C=CC(=C1)F)NC(=O)NC1=CC(=C(C=C1)OC1=C2C(=NC=C1)C=C(S2)C=2N(C(=CN2)CNCCOC)C)F (1-(2,4-difluorophenyl)-3-(3-fluoro-4-(2-(5-((2-methoxyethylamino)methyl)-1-methyl-1H-imidazol-2-yl)thieno[3,2-b]pyridin-7-yloxy)phenyl)urea). The yield is 61.3%. RXN SMILES: C(OC(=O)[N:7]([CH2:12][C:13]1[N:17]([CH3:18])[C:16]([C:19]2[S:27][C:26]3[C:21](=[N:22][CH:23]=[CH:24][C:25]=3[O:28][C:29]3[CH:34]=[CH:33][C:32]([NH:35][C:36]([NH:38][C:39]4[CH:44]=[CH:43][C:42]([F:45])=[CH:41][C:40]=4[F:46])=[O:37])=[CH:31][C:30]=3[F:47])[CH:20]=2)=[N:15][CH:14]=1)[CH2:8][CH2:9][O:10][CH3:11])(C)(C)C.Cl.O1CCOCC1.CCOC(C)=O>C(Cl)Cl.O.C([O-])(O)=O.[Na+]>[F:46][C:40]1[CH:41]=[C:42]([F:45])[CH:43]=[CH:44][C:39]=1[NH:38][C:36]([NH:35][C:32]1[CH:33]=[CH:34][C:29]([O:28][C:25]2[CH:24]=[CH:23][N:22]=[C:21]3[CH:20]=[C:19]([C:16]4[N:17]([CH3:18])[C:13]([CH2:12][NH:7][CH2:8][CH2:9][O:10][CH3:11])=[CH:14][N:15]=4)[S:27][C:26]=23)=[C:30]([F:47])[CH:31]=1)=[O:37] |f:6.7|. Procedure: To a solution of 350 (600 mg, 0.879 mmol) in DCM (15 ml) was added HCl in dioxane (2 ml, 7.17 eq, 8 mmol, 4M in dioxane) and the reaction mixture was stirred at RT for 3 hours. The mixture wad diluted with water and solid NaHCO3 was added. The reaction mixture was extracted with EtOAc then the organic phase was collected, dried over Na2SO4, filtered and concentrated. Trituration of the residue with EtOAc afforded the desired compound 351 as an off-white solid (314 mg, 61% yield). 1H NMR (do-DMSO... The reactants are CC(C)(C)C(=O)C=CC(=O)c1ccc(Cl)cc1, Cc1ccccc1, c1nc[nH]n1. Yields the product CC(C)(C)C(=O)C(CC(=O)c1ccc(Cl)cc1)n1cncn1. As a reaction SMILES: [CH3:1][C:2]([CH3:3])([C:4]([CH:5]=[CH:6][C:7](=[O:8])[c:9]1[cH:10][cH:11][c:12]([Cl:15])[cH:13][cH:14]1)=[O:16])[CH3:17].[CH3:23][c:24]1[cH:25][cH:26][cH:27][cH:28][cH:29]1.[nH:18]1[n:19][cH:20][n:21][cH:22]1>>[CH3:1][C:2]([CH3:3])([C:4]([CH:5]([CH2:6][C:7](=[O:8])[c:9]1[cH:10][cH:11][c:12]([Cl:15])[cH:13][cH:14]1)[n:18]1[n:19][cH:20][n:21][cH:22]1)=[O:16])[CH3:17]. The reactants are C(C)(=O)C1C(CC(CC1=O)C1=CC(=CC=C1)F)=O (2-acetyl-5-(3-fluoro-phenyl)-cyclohexane-1,3-dione), NC1=NC=2CC(CC(C2C(=N1)C)=O)C1=CC=C(C=C1)F (2-amino-7-(4-fluoro-phenyl)-4-methyl-7,8-dihydro-6H-quinazolin-5-one). Product: NC1=NC=2CC(CC(C2C(=N1)C)=O)C1=CC(=CC=C1)F (2-Amino-7-(3-fluoro-phenyl)-4-methyl-7,8-dihydro-6H-quinazolin-5-one). RXN SMILES: [C:1]([CH:4]1[C:9](=[O:10])[CH2:8][CH:7]([C:11]2[CH:16]=[CH:15][CH:14]=[C:13]([F:17])[CH:12]=2)[CH2:6][C:5]1=O)(=O)[CH3:2].[NH2:19][C:20]1[N:29]=C(C)C2C(=O)CC(C3C=CC(F)=CC=3)CC=2[N:21]=1>>[NH2:29][C:20]1[N:21]=[C:1]([CH3:2])[C:4]2[C:9](=[O:10])[CH2:8][CH:7]([C:11]3[CH:16]=[CH:15][CH:14]=[C:13]([F:17])[CH:12]=3)[CH2:6][C:5]=2[N:19]=1. Reported procedure: The title compound was prepared from 2-acetyl-5-(3-fluoro-phenyl)-cyclohexane-1,3-dione (100 mg, 0.42 mmol), from stage 1, following the procedure describing the synthesis of 2-amino-7-(4-fluoro-phenyl)-4-methyl-7,8-dihydro-6H-quinazolin-5-one (example 3/a stage 2/3) except that the title compound was further purified by recrystallisation in methanol. Starting materials: FC(C=1C=C(C=CC1)CCC(=O)NNC(=O)C1=CC2=C(N=CS2)C=C1)(F)F (N′-[3-[3-(trifluoromethyl)phenyl]propionyl]benzothiazole-6-carbohydrazide), C1(=CC=C(C=C1)S(=O)(=O)Cl)C (p-toluenesulfonyl chloride). Solvent: N1=CC=CC=C1 (pyridine), C(C)(=O)OCC (ethyl acetate). Yields the product FC(C=1C=C(C=CC1)CCC1=NN=C(O1)C1=CC2=C(N=CS2)C=C1)(F)F (6-[5-[2-[3-(trifluoromethyl)phenyl]ethyl]-1,3,4-oxadiazol-2-yl]benzothiazole). Yield: 74.6%. RXN SMILES: [F:1][C:2]([F:27])([F:26])[C:3]1[CH:4]=[C:5]([CH2:9][CH2:10][C:11]([NH:13][NH:14][C:15]([C:17]2[CH:25]=[CH:24][C:20]3[N:21]=[CH:22][S:23][C:19]=3[CH:18]=2)=O)=[O:12])[CH:6]=[CH:7][CH:8]=1.C1(C)C=CC(S(Cl)(=O)=O)=CC=1>N1C=CC=CC=1.C(OCC)(=O)C>[F:27][C:2]([F:1])([F:26])[C:3]1[CH:4]=[C:5]([CH2:9][CH2:10][C:11]2[O:12][C:15]([C:17]3[CH:25]=[CH:24][C:20]4[N:21]=[CH:22][S:23][C:19]=4[CH:18]=3)=[N:14][N:13]=2)[CH:6]=[CH:7][CH:8]=1. Reported procedure: A solution of N′-[3-[3-(trifluoromethyl)phenyl]propionyl]benzothiazole-6-carbohydrazide (433 mg, 1.10 mmol) and p-toluenesulfonyl chloride (419 mg, 2.20 mmol) in pyridine (5 mL) was stirred under an argon atmosphere at 80° C. for 16 hr. After cooling, the reaction mixture was diluted with ethyl acetate, washed with 0.1M hydrochloric acid and saturated brine, dried over anhydrous magnesium sulfate and concentrated under reduced pressure. The residue was purified by basic silica gel column chromat... RXN SMILES: [C:3]([CH3:4])([CH3:5])([CH3:6])[O:7][C:8](=[O:9])[N:10]1[CH2:11][CH2:12][CH:13]([O:16][c:17]2[c:18]([C:19](=[O:20])[O:21][CH3:22])[cH:23][cH:24][c:25]([N:27]([CH3:28])[CH3:29])[cH:26]2)[CH2:14][CH2:15]1.[CH3:30][CH2:31][OH:32].[K+:2].[OH-:1].[OH2:33]>>[C:3]([CH3:4])([CH3:5])([CH3:6])[O:7][C:8](=[O:9])[N:10]1[CH2:11][CH2:12][CH:13]([O:16][c:17]2[c:18]([C:19](=[O:20])[OH:21])[cH:23][cH:24][c:25]([N:27]([CH3:28])[CH3:29])[cH:26]2)[CH2:14][CH2:15]1. Reactants: COC(=O)c1ccc(N(C)C)cc1OC1CCN(C(=O)OC(C)(C)C)CC1, CCO, [K+], [OH-], O. Yields the product CN(C)c1ccc(C(=O)O)c(OC2CCN(C(=O)OC(C)(C)C)CC2)c1. Starting materials: C1CCOC1, CCOC(=O)CN1c2ccc(Cl)c(Cl)c2C2CCN(C(=O)OC(C)(C)C)CCC21, Cl, [K+], [OH-], O. Product: CC(C)(C)OC(=O)N1CCC2c3c(ccc(Cl)c3Cl)N(CC(=O)O)C2CC1. As a reaction SMILES: [CH2:34]1[O:35][CH2:36][CH2:37][CH2:38]1.[Cl:3][c:4]1[c:5]([Cl:31])[c:6]2[c:10]([cH:11][cH:12]1)[N:9]([CH2:13][C:14](=[O:15])[O:16][CH2:17][CH3:18])[CH:8]1[CH:7]2[CH2:23][CH2:22][N:21]([C:24](=[O:25])[O:26][C:27]([CH3:28])([CH3:29])[CH3:30])[CH2:20][CH2:19]1.[ClH:32].[K+:2].[OH-:1].[OH2:33]>>[Cl:3][c:4]1[c:5]([Cl:31])[c:6]2[c:10]([cH:11][cH:12]1)[N:9]([CH2:13][C:14](=[O:15])[OH:16])[CH:8]1[CH:7]2[CH2:23][CH2:22][N:21]([C:24](=[O:25])[O:26][C:27]([CH3:28])([CH3:29])[CH3:30])[CH2:20][CH2:19]1. The reactants are Cc1ccccc1NC#N, Cc1cc([N+](=O)[O-])ccc1N, Clc1ccccc1, Cl, Cc1ccccc1N. The product is Cc1ccccc1NC(=N)Nc1ccc([N+](=O)[O-])cc1C, Cl. Reaction SMILES: [CH3:1][c:2]1[c:3]([NH:8][C:9]#[N:10])[cH:4][cH:5][cH:6][cH:7]1.[CH3:20][c:21]1[c:22]([NH2:23])[cH:24][cH:25][c:26]([N+:28](=[O:29])[O-:30])[cH:27]1.[Cl:31][c:32]1[cH:33][cH:34][cH:35][cH:36][cH:37]1.[ClH:19].[NH2:11][c:12]1[c:13]([CH3:14])[cH:15][cH:16][cH:17][cH:18]1>>[CH3:1][c:2]1[c:3]([NH:8][C:9](=[NH:10])[NH:23][c:22]2[c:21]([CH3:20])[cH:27][c:26]([N+:28](=[O:29])[O-:30])[cH:25][cH:24]2)[cH:4][cH:5][cH:6][cH:7]1.[ClH:19].